This data is from the Open Reaction Database (ORD), a public repository of structured organic reaction records. The task is: describe an organic reaction: reactants, conditions, products, and yield Starting materials: II (iodine), I(=O)(=O)(=O)O (periodic acid), S(O)(O)(=O)=O (sulfuric acid), C(CCCCC)OC1=C(C=CC=C1)OCCCCCC (1,2-dihexyloxybenzene). The solvent is C(C)(=O)O (acetic acid), O (water). Run at time 5 minute. Product: C(CCCCC)OC1=C(C=C(C=C1)I)OCCCCCC (1,2-bis(hexyloxy)-4-iodobenzene). Isolated yield 213.7%. RXN SMILES: [I:1]I.I(O)(=O)(=O)=O.S(=O)(=O)(O)O.[CH2:13]([O:19][C:20]1[CH:25]=[CH:24][CH:23]=[CH:22][C:21]=1[O:26][CH2:27][CH2:28][CH2:29][CH2:30][CH2:31][CH3:32])[CH2:14][CH2:15][CH2:16][CH2:17][CH3:18]>C(O)(=O)C.O>[CH2:27]([O:26][C:21]1[CH:22]=[CH:23][C:24]([I:1])=[CH:25][C:20]=1[O:19][CH2:13][CH2:14][CH2:15][CH2:16][CH2:17][CH3:18])[CH2:28][CH2:29][CH2:30][CH2:31][CH3:32]. Reported procedure: 69.3 g (253 mmol) of iodine, 32.8 g (144 mmol) of periodic acid, 150 mL of distilled water and 22.5 mL of concentrated sulfuric acid were added to 750 mL of glacial acetic acid and stirred for 5 minutes at room temperature followed by the addition of 80.00 g (287 mmol) of 1,2-dihexyloxybenzene and stirring for 24 hours at 40° C. The resulting reaction mixture was cooled to room temperature, washed with aqueous KOH solution (1 M, 1.5 L) and 3 L of distilled water, and then extracted with 800 mL o...